This data is from the Open Reaction Database (ORD), a public repository of structured organic reaction records. The task is: describe an organic reaction: reactants, conditions, products, and yield The reactants are 2958-2969, C(C)OP(OCC)(=O)COCCNO ([2-(N-hydroxyamino)-ethoxy]methylphosphonic acid diethylester), N1=C(C=C(C=C1C)C)C (2,4,6-collidine). Run in C(Cl)Cl (methylenechloride). Conditions: temperature 100 celsius, time 16 hour. Yields the product ONCCOCP(O)(O)=O ([2-(N-hydroxyamino)-ethoxy]methyl-phosphonic acid). Reaction SMILES: C([O:3][P:4]([CH2:9][O:10][CH2:11][CH2:12][NH:13][OH:14])(=[O:8])[O:5]CC)C.N1C(C)=CC(C)=CC=1C>C(Cl)Cl>[OH:14][NH:13][CH2:12][CH2:11][O:10][CH2:9][P:4](=[O:3])([OH:8])[OH:5]. Reported procedure: With reference to K-L. Yu, J. J. Bronson, H. Yang, A. Patick, M. Alam, V. Brankovan, R. Datema, M. J. M. Hitchcock, J. C. Martin, J. Med. Chem. 1992, 35, 2958-2969 0.5 mol [2-(N-hydroxyamino)-ethoxy]methylphosphonic acid diethylester and 1 mol 2,4,6-collidine in 5 ml of absolute methylenechloride are stirred under argon for one hour at a temperature of 0° C. After allowing to stand for 16 hours at room temperature the solution is concentrated in vacuum, taken up in watery acetone and stirred for... The reactants are C([O-])(O)=O.[Na+] (Sodium bicarbonate), Cl.NO (hydroxylamine hydrochloride), CC(C(=O)OCC)(CCC=O)S(=O)(=O)C (ethyl 2-methyl-2-(methylsulfonyl)-5-oxopentanoate). Run in O (water), C(C)O (ethanol). Run at time 15 hour. Yields the product ON=CCCC(C(=O)OCC)(S(=O)(=O)C)C (Ethyl 5-(hydroxyimino)-2-methyl-2-(methylsulfonyl)pentanoate). Yield: 98.0%. RXN SMILES: C(=O)(O)[O-].[Na+].Cl.[NH2:7][OH:8].[CH3:9][C:10]([S:20]([CH3:23])(=[O:22])=[O:21])([CH2:16][CH2:17][CH:18]=O)[C:11]([O:13][CH2:14][CH3:15])=[O:12]>O.C(O)C>[OH:8][N:7]=[CH:18][CH2:17][CH2:16][C:10]([CH3:9])([S:20]([CH3:23])(=[O:22])=[O:21])[C:11]([O:13][CH2:14][CH3:15])=[O:12] |f:0.1,2.3|. Procedure details: Sodium bicarbonate (2.29 g, 27.3 mmol, 1.05 equiv) was added to a solution of hydroxylamine hydrochloride (1.94 g, 27.3 mmol, 1.05 equiv) in water (100 mL) at room temperature. After the evolution of gas ceased (approx. 30 min), a solution of ethyl 2-methyl-2-(methylsulfonyl)-5-oxopentanoate (6.14 g, 26.0 mmol, 1.0 equiv) in ethanol (100 mL) was added dropwise over 30 min, and the reaction was allowed to stir overnight (approx. 15 h). The reaction mixture was concentrated under reduced pressure ... Starting materials: C(C)(C)N1CCC(CC1)OC1=CC=2C=C3N(C2C=C1)[C@@H](CNC3=O)C ((R)-8-(1-Isopropyl-piperidin-4-yloxy)-4-methyl-3,4-dihydro-2H-pyrazino[1,2-a]indol-1-one), [H-].[Na+] (sodium hydride), Cl.ClCC1=NC=CC=C1 (2-(chloromethyl)pyridine hydrochloride). Product: C(C)(C)N1CCC(CC1)OC1=CC=2C=C3N(C2C=C1)[C@@H](CN(C3=O)CC3=NC=CC=C3)C ((R)-8-(1-Isopropyl-piperidin-4-yloxy)-4-methyl-2-pyridin-2-ylmethyl-3,4-dihydro-2H-pyrazino[1,2-a]indol-1-one). The yield is 67.0%. As a reaction SMILES: [CH:1]([N:4]1[CH2:9][CH2:8][CH:7]([O:10][C:11]2[CH:19]=[CH:18][C:17]3[N:16]4[C@H:20]([CH3:25])[CH2:21][NH:22][C:23](=[O:24])[C:15]4=[CH:14][C:13]=3[CH:12]=2)[CH2:6][CH2:5]1)([CH3:3])[CH3:2].[H-].[Na+].Cl.Cl[CH2:30][C:31]1[CH:36]=[CH:35][CH:34]=[CH:33][N:32]=1>>[CH:1]([N:4]1[CH2:9][CH2:8][CH:7]([O:10][C:11]2[CH:19]=[CH:18][C:17]3[N:16]4[C@H:20]([CH3:25])[CH2:21][N:22]([CH2:30][C:31]5[CH:36]=[CH:35][CH:34]=[CH:33][N:32]=5)[C:23](=[O:24])[C:15]4=[CH:14][C:13]=3[CH:12]=2)[CH2:6][CH2:5]1)([CH3:3])[CH3:2] |f:1.2,3.4|. Reported procedure: The title compound was synthesized in analogy to example 17, from (R)-8-(1-isopropyl-piperidin-4-yloxy)-4-methyl-3,4-dihydro-2H-pyrazino[1,2-a]indol-1-one (example 8), sodium hydride (2.4 equivalents) and 2-(chloromethyl)pyridine hydrochloride, to give the desired product as a light yellow foam (67%). Reactants: CO (CH3OH), C(C1=CC=CC=C1)(=O)NC(C(=O)O)=CC1=CC=CC=C1 (α-benzamido-cinnamic acid), [H][H] (hydrogen), [H][H] (hydrogen), solution. Reagents/catalysts: catalyst. The solvent is C(C)O (ethanol). The product is C(C1=CC=CC=C1)(=O)N[C@H](CC1=CC=CC=C1)C(=O)O (N-benzoyl-(R)-phenylalanine). Yield: 97.7%. Reaction SMILES: [C:1]([NH:9][C:10](=[CH:14][C:15]1[CH:20]=[CH:19][CH:18]=[CH:17][CH:16]=1)[C:11]([OH:13])=[O:12])(=[O:8])[C:2]1[CH:7]=[CH:6][CH:5]=[CH:4][CH:3]=1.[H][H].CO>C(O)C>[C:1]([NH:9][C@@H:10]([C:11]([OH:13])=[O:12])[CH2:14][C:15]1[CH:16]=[CH:17][CH:18]=[CH:19][CH:20]=1)(=[O:8])[C:2]1[CH:3]=[CH:4][CH:5]=[CH:6][CH:7]=1. Reported procedure: 3.2 grams of α-benzamido-cinnamic acid were dissolved in 40 ml of absolute ethanol and treated with 0.3 ml of the catalyst solution produced in Example 19. The reaction mixture was sucked into a 100 ml autoclave. It was pressurized with 6 bars of hydrogen pressure. After taking up the theoretical amount of hydrogen it was worked up as customary (e.g. see Example 6). There were isolated 3.15 grams of N-benzoyl-(R)-phenylalanine having the rotary value of [α]D27 =+38.6° (c=1/CH3OH), corresponding ...